Task: describe an organic reaction: reactants, conditions, products, and yield. Dataset: the Open Reaction Database (ORD), a public repository of structured organic reaction records The reactants are C(\C=C\CCCCCCC)(=O)O (trans-2-decenoic acid), C(CC(C)C)N (isoamylamine). The product is C(CC(C)C)NC(\C=C\CCCCCCC)=O ((E)-N-isopentyl dec-2-enamide). As a reaction SMILES: [C:1]([OH:12])(=O)/[CH:2]=[CH:3]/[CH2:4][CH2:5][CH2:6][CH2:7][CH2:8][CH2:9][CH3:10].[CH2:13]([NH2:18])[CH2:14][CH:15]([CH3:17])[CH3:16]>>[CH2:13]([NH:18][C:1](=[O:12])/[CH:2]=[CH:3]/[CH2:4][CH2:5][CH2:6][CH2:7][CH2:8][CH2:9][CH3:10])[CH2:14][CH:15]([CH3:17])[CH3:16]. Procedure: The same operation as in Example 1-1 or 1-2 was carried out using trans-2-decenoic acid and isoamylamine as starting materials to give the aimed compound.